Dataset: the Open Reaction Database (ORD), a public repository of structured organic reaction records. Task: describe an organic reaction: reactants, conditions, products, and yield Starting materials: O=C1C=2C(N=C3N1C=C(C=C3)C#N)=CSC2 (10-oxo-10H-pyrido[1,2-a]thieno[3,4-d]pyrimidine-7-carbonitrile), [N-]=[N+]=[N-].[Na+] (sodium azide), [Cl-].[NH4+] (ammonium chloride). The solvent is CN(C=O)C (dimethylformamide). Product: N1N=NN=C1C=1C=CC=2N(C(C=3C(N2)=CSC3)=O)C1 (7-(1H-Tetrazol-5-yl)-10H-pyrido[1,2-a]thieno[3,4-d]pyrimidine-10-one). Reaction SMILES: [O:1]=[C:2]1[N:7]2[CH:8]=[C:9]([C:12]#[N:13])[CH:10]=[CH:11][C:6]2=[N:5][C:4]2=[CH:14][S:15][CH:16]=[C:3]12.[N-:17]=[N+:18]=[N-:19].[Na+].[Cl-].[NH4+]>CN(C)C=O>[NH:17]1[C:12]([C:9]2[CH:10]=[CH:11][C:6]3[N:7]([CH:8]=2)[C:2](=[O:1])[C:3]2[C:4](=[CH:14][S:15][CH:16]=2)[N:5]=3)=[N:13][N:19]=[N:18]1 |f:1.2,3.4|. Reported procedure: A mixture of 10-oxo-10H-pyrido[1,2-a]thieno[3,4-d]pyrimidine-7-carbonitrile (0.058 g., 0.0003 mol), sodium azide (0.074 g., 0.0011 mol) and ammonium chloride (0.061 g., 0.0011 mol) in dimethylformamide (15 ml) is heated at 95°-100° C. under nitrogen for 46 hours. The solvent is evaporated. The residue is triturated with 1 N hydrochloric acid, filtered and sucked dry to give the product, mp 300° C. (dec). The reactants are Cl, NC1CCN(c2cc3c(cc2F)c(=O)n(O)c(=O)n3-c2ccc(F)cc2F)C1. Product: O=c1c2cc(F)c(N3CCCC3)cc2n(-c2ccc(F)cc2F)c(=O)n1O. Reaction SMILES: [ClH:29].[F:1][c:2]1[c:3](-[n:9]2[c:10](=[O:28])[n:11]([OH:27])[c:12](=[O:26])[c:13]3[cH:14][c:15]([F:25])[c:16]([N:19]4[CH2:20][CH:21]([NH2:24])[CH2:22][CH2:23]4)[cH:17][c:18]23)[cH:4][cH:5][c:6]([F:8])[cH:7]1>>[F:1][c:2]1[c:3](-[n:9]2[c:10](=[O:28])[n:11]([OH:27])[c:12](=[O:26])[c:13]3[cH:14][c:15]([F:25])[c:16]([N:19]4[CH2:20][CH2:21][CH2:22][CH2:23]4)[cH:17][c:18]23)[cH:4][cH:5][c:6]([F:8])[cH:7]1. Procedure details: To a solution of benzaldehyde (10 g, 94.23 mmol) and trimethylorthoformate (15.5 mL, 141 mmol ) in MeOH (300 mL) was added dropwise 3-amino-1-propanol (7.21 mL, 94.23 mmol) at room temperature. The reaction was allowed to stir at room temperature for 5 hours followed by cooling to 0° C. in an ice bath. Sodium borohydride (3.56 g, 94.23 mmol) was added in two portions and when the bubbling stopped the solvent was evaporated. The resulting residue was partitioned between ethyl acetate (75 mL) and ... Yield: 92.6%. The solvent is CO (MeOH). Conditions: time 5 hour. Reactants: [BH4-].[Na+] (Sodium borohydride), C(C1=CC=CC=C1)=O (benzaldehyde), COC(OC)OC (trimethylorthoformate), NCCCO (3-amino-1-propanol). Product: C(C1=CC=CC=C1)NCCCO (N-Benzyl-3-amino-1-propanol). As a reaction SMILES: [CH:1](=O)[C:2]1[CH:7]=[CH:6][CH:5]=[CH:4][CH:3]=1.COC(OC)OC.[NH2:16][CH2:17][CH2:18][CH2:19][OH:20].[BH4-].[Na+]>CO>[CH2:1]([NH:16][CH2:17][CH2:18][CH2:19][OH:20])[C:2]1[CH:7]=[CH:6][CH:5]=[CH:4][CH:3]=1 |f:3.4|.